This data is from the Open Reaction Database (ORD), a public repository of structured organic reaction records. The task is: describe an organic reaction: reactants, conditions, products, and yield Starting materials: BrCCc1ccccc1, C1CCOC1, [H-], [I-], [Na+], [Na+], O=Cc1cn[nH]c1. Yields the product O=Cc1cnn(CCc2ccccc2)c1. RXN SMILES: [CH2:12]([CH2:13][c:14]1[cH:15][cH:16][cH:17][cH:18][cH:19]1)[Br:20].[CH2:21]1[O:22][CH2:23][CH2:24][CH2:25]1.[H-:2].[I-:11].[Na+:10].[Na+:1].[nH:3]1[n:4][cH:5][c:6]([CH:8]=[O:9])[cH:7]1>>[n:3]1([CH2:12][CH2:13][c:14]2[cH:15][cH:16][cH:17][cH:18][cH:19]2)[n:4][cH:5][c:6]([CH:8]=[O:9])[cH:7]1. The reactants are ClCCl, COC(=O)CN1C(=O)CN=C(c2c(F)cccc2F)c2cc(Cl)ccc21, O, S=P12SP3(=S)SP(=S)(S1)SP(=S)(S2)S3, c1ccncc1. The product is COC(=O)CN1C(=S)CN=C(c2c(F)cccc2F)c2cc(Cl)ccc21. Reaction SMILES: [CH2:48]([Cl:49])[Cl:50].[CH3:1][O:2][C:3]([CH2:4][N:5]1[C:6](=[O:25])[CH2:7][N:8]=[C:9]([c:17]2[c:18]([F:24])[cH:19][cH:20][cH:21][c:22]2[F:23])[c:10]2[c:11]1[cH:12][cH:13][c:14]([Cl:16])[cH:15]2)=[O:26].[OH2:47].[P:27]12(=[S:28])[S:29][P:30]3(=[S:40])[S:31][P:32](=[S:38])([S:33][P:34](=[S:37])([S:35]3)[S:36]1)[S:39]2.[cH:41]1[cH:42][cH:43][n:44][cH:45][cH:46]1>>[CH3:1][O:2][C:3]([CH2:4][N:5]1[C:6](=[S:28])[CH2:7][N:8]=[C:9]([c:17]2[c:18]([F:24])[cH:19][cH:20][cH:21][c:22]2[F:23])[c:10]2[c:11]1[cH:12][cH:13][c:14]([Cl:16])[cH:15]2)=[O:26].